This data is from the Open Reaction Database (ORD), a public repository of structured organic reaction records. The task is: describe an organic reaction: reactants, conditions, products, and yield Starting materials: BrC=1C=CC2=C(OCCC3=C2SC(=C3)C(=O)N(C)C3=C(C=C(C=C3)C(=O)N3CCN(CC3)C)Cl)C1 (8-bromo-N-(2-chloro-4-(4-methylpiperazine-1-carbonyl)phenyl)-N-methyl-4,5-dihydrobenzo[b]thieno[2,3-d]oxepine-2-carboxamide), C(#N)[Cu] (CuCN). The product is ClC1=C(C=CC(=C1)C(=O)N1CCN(CC1)C)N(C(=O)C1=CC2=C(C3=C(OCC2)C=C(C=C3)C#N)S1)C (N-(2-chloro-4-(4-methylpiperazine-1-carbonyl)phenyl)-8-cyano-N-methyl-4,5-dihydrobenzo[b]thieno[2,3-d]oxepine-2-carboxamide). RXN SMILES: Br[C:2]1[CH:3]=[CH:4][C:5]2[C:11]3[S:12][C:13]([C:15]([N:17]([C:19]4[CH:24]=[CH:23][C:22]([C:25]([N:27]5[CH2:32][CH2:31][N:30]([CH3:33])[CH2:29][CH2:28]5)=[O:26])=[CH:21][C:20]=4[Cl:34])[CH3:18])=[O:16])=[CH:14][C:10]=3[CH2:9][CH2:8][O:7][C:6]=2[CH:35]=1.[C:36]([Cu])#[N:37]>>[Cl:34][C:20]1[CH:21]=[C:22]([C:25]([N:27]2[CH2:32][CH2:31][N:30]([CH3:33])[CH2:29][CH2:28]2)=[O:26])[CH:23]=[CH:24][C:19]=1[N:17]([CH3:18])[C:15]([C:13]1[S:12][C:11]2[C:5]3[CH:4]=[CH:3][C:2]([C:36]#[N:37])=[CH:35][C:6]=3[O:7][CH2:8][CH2:9][C:10]=2[CH:14]=1)=[O:16]. Reported procedure: Following Examples 53 and 91, 8-bromo-N-(2-chloro-4-(4-methylpiperazine-1-carbonyl)phenyl)-N-methyl-4,5-dihydrobenzo[b]thieno[2,3-d]oxepine-2-carboxamide and CuCN gave 182. MS: (ESI+) 521.2 Starting materials: [BH4-], CCOC(=O)c1ccc(-n2ccc3ccc(C=O)cc32)cc1, CO, [Cl-], [NH4+], [Na+], C1CCOC1. Product: CCOC(=O)c1ccc(-n2ccc3ccc(CO)cc32)cc1. RXN SMILES: [BH4-:28].[CH2:1]([CH3:2])[O:3][C:4]([c:5]1[cH:6][cH:7][c:8](-[n:11]2[cH:12][cH:13][c:14]3[cH:15][cH:16][c:17]([CH:20]=[O:21])[cH:18][c:19]23)[cH:9][cH:10]1)=[O:22].[CH3:32][OH:33].[Cl-:30].[NH4+:31].[Na+:29].[O:23]1[CH2:24][CH2:25][CH2:26][CH2:27]1>>[CH2:1]([CH3:2])[O:3][C:4]([c:5]1[cH:6][cH:7][c:8](-[n:11]2[cH:12][cH:13][c:14]3[cH:15][cH:16][c:17]([CH2:20][OH:21])[cH:18][c:19]23)[cH:9][cH:10]1)=[O:22]. Starting materials: N1=C(N)N=C(N)N=C1N (Melamine), C(C=O)(=O)O (glyoxylic acid). Solvent: CS(=O)C (dimethylsulfoxide). Product: COCC(=O)O.CNC1=NC(=NC(=N1)N)N (methyl melamine glycolate methyl ether). As a reaction SMILES: [N:1]1[C:8]([NH2:9])=[N:7][C:5]([NH2:6])=[N:4][C:2]=1[NH2:3].[C:10]([OH:14])(=[O:13])[CH:11]=[O:12]>CS(C)=O>[CH3:2][O:12][CH2:11][C:10]([OH:14])=[O:13].[CH3:10][NH:3][C:2]1[N:4]=[C:5]([NH2:6])[N:7]=[C:8]([NH2:9])[N:1]=1 |f:3.4|. Procedure: Melamine and glyoxylic acid are dissolved in dimethylsulfoxide and heated to 50°-80° C. for 5-8 hours. The solvent is removed and replaced by methanol. Sulfuric acid is added as a catalyst and the mixture heated to reflux for 5-10 hours, at which the solution is dried with a drying agent, i.e., 3A molecular sieve. The catalyst is neutralized with base and the methanol removed. The remaining mixture is filtered to yield methyl melamine glycolate methyl ether. Reactants: N1C=CC=2C=NC(=CC21)N(C(=O)C2CC2)C(C)(CC(C)(C)C)C (N-(1H-pyrrolo[3,2-c]pyridin-6-yl)-N-(2,4,4-trimethylpentan-2-yl)cyclopropanecarboxamide), ClC1=C(C(=O)Cl)C(=CC=C1)Cl (2,6-dichlorobenzoyl chloride), ClC1=C(C(=CC=C1)Cl)C(=O)N1C=CC=2C=NC=CC21 ((2,6-dichlorophenyl)(1H-pyrrolo[3,2-c]pyridin-1-yl)methanone). Product: ClC1=C(C(=O)N2C=CC=3C=NC(=CC32)N(C(=O)C3CC3)C(C)(CC(C)(C)C)C)C(=CC=C1)Cl (N-[1-(2,6-dichlorobenzoyl)-1H-pyrrolo[3,2-c]pyridin-6-yl]-N-(2,4,4-trimethylpentan-2-yl)cyclopropanecarboxamide). RXN SMILES: [NH:1]1[C:9]2[CH:8]=[C:7]([N:10]([C:16]([CH3:23])([CH2:18][C:19]([CH3:22])([CH3:21])[CH3:20])[CH3:17])[C:11]([CH:13]3[CH2:15][CH2:14]3)=[O:12])[N:6]=[CH:5][C:4]=2[CH:3]=[CH:2]1.[Cl:24][C:25]1[CH:33]=[CH:32][CH:31]=[C:30]([Cl:34])[C:26]=1[C:27](Cl)=[O:28].ClC1C=CC=C(Cl)C=1C(N1C2C=CN=CC=2C=C1)=O>>[Cl:24][C:25]1[CH:33]=[CH:32][CH:31]=[C:30]([Cl:34])[C:26]=1[C:27]([N:1]1[C:9]2[CH:8]=[C:7]([N:10]([C:16]([CH3:23])([CH2:18][C:19]([CH3:22])([CH3:21])[CH3:20])[CH3:17])[C:11]([CH:13]3[CH2:14][CH2:15]3)=[O:12])[N:6]=[CH:5][C:4]=2[CH:3]=[CH:2]1)=[O:28]. Procedure: The compound was prepared from N-(1H-pyrrolo[3,2-c]pyridin-6-yl)-N-(2,4,4-trimethylpentan-2-yl)cyclopropanecarboxamide and 2,6-dichlorobenzoyl chloride following the procedure same as that of (2,6-dichlorophenyl)(1H-pyrrolo[3,2-c]pyridin-1-yl)methanone Reactants: ClC1=CC=C(C=C1)C=C1SC2=C(NC1=O)C=CC=C2 (2-(4-Chlorophenylmethylidene)-2H-1,4-benzothiazine-3(4H)-one), [OH-].[Na+] (sodium hydroxide), C(C)C(=O)C (methyl ethyl ketone), Cl.ClCCN1CCOCC1 (N-(2-chloroethyl)morpholine hydrochloride). The product is ClC1=CC=C(C=C1)C1S(C2=C(N(C1=O)CCN1CCOCC1)C=CC=C2)=C (2-(4-Chlorophenyl)-methylidene-4-(2-morpholinoethyl)-2H-1,4-benzothiazine-3(4H)-one). RXN SMILES: Cl[C:2]1[CH:7]=C[C:5]([CH:8]=[C:9]2[C:14](=O)[NH:13][C:12]3[CH:16]=[CH:17][CH:18]=[CH:19][C:11]=3[S:10]2)=[CH:4][CH:3]=1.[OH-:20].[Na+].[ClH:22].Cl[CH2:24][CH2:25][N:26]1[CH2:31][CH2:30][O:29][CH2:28][CH2:27]1.[CH2:32](C(C)=O)C>>[Cl:22][C:3]1[CH:2]=[CH:7][C:8]([CH:9]2[C:14](=[O:20])[N:13]([CH2:24][CH2:25][N:26]3[CH2:31][CH2:30][O:29][CH2:28][CH2:27]3)[C:12]3[CH:16]=[CH:17][CH:18]=[CH:19][C:11]=3[S:10]2=[CH2:32])=[CH:5][CH:4]=1 |f:1.2,3.4|. Procedure details: 2-(4-Chlorophenylmethylidene)-2H-1,4-benzothiazine-3(4H)-one (2.0 g) was reacted with sodium hydroxide (0.72 g) in methyl ethyl ketone (20 ml) at 80° C. for 30 minutes. After the solution turned clear, it was cooled to room temperature. N-(2-chloroethyl)morpholine hydrochloride (1.7 g) was added to the mixture. The organic solvent was evaporated under reduced pressure. The resulted yellow solid was filtered and washed with water and with methanol. It was recrystallized from a mixture of dimethyl... The reactants are ClC1=C(C=C2CCNC2=C1)C(C)C (6-Chloro-5-isopropylindoline), N1=CC(=CC=C1)N=C=O (3-pyridylisocyanate). Yields the product ClC1=C(C=C2CCN(C2=C1)C(NC=1C=NC=CC1)=O)C(C)C (6-Chloro-5-isopropyl-1-(3-pyridylcarbamoyl)indoline). Yield: 57.0%. Reaction SMILES: [Cl:1][C:2]1[CH:10]=[C:9]2[C:5]([CH2:6][CH2:7][NH:8]2)=[CH:4][C:3]=1[CH:11]([CH3:13])[CH3:12].[N:14]1[CH:19]=[CH:18][CH:17]=[C:16]([N:20]=[C:21]=[O:22])[CH:15]=1>>[Cl:1][C:2]1[CH:10]=[C:9]2[C:5]([CH2:6][CH2:7][N:8]2[C:21](=[O:22])[NH:20][C:16]2[CH:15]=[N:14][CH:19]=[CH:18][CH:17]=2)=[CH:4][C:3]=1[CH:11]([CH3:13])[CH3:12]. Procedure: 6-Chloro-5-isopropylindoline (D58) (0.4 g, 2.05 mmol) was treated with 3-pyridylisocyanate as in the procedure described in Example 1. The product was recrystallised from ethanol/diethyl ether to give the title compound (0.36 g, 57%) as a white crystalline solid m.p.=183°-185° C. Reactants: C(C1=CC=CC=C1)N=C=O (Benzylisocyanate), C(C1=CC=CC=C1)NC1CS(C=C1)(=O)=O (N-Benzyl-2,3-dihydro-3-thiophenamine 1,1-dioxide). Solvent: C1=CC=CC=C1 (benzene). Yields the product C(C1=CC=CC=C1)NC(=O)N(C1CS(C=C1)(=O)=O)CC1=CC=CC=C1 (N-(Benzylaminocarbonyl)-N-Benzyl-2,3-dihydro-3-thio phenamine 1,1-dioxide). Yield: 73.3%. Reaction SMILES: [CH2:1]([N:8]=[C:9]=[O:10])[C:2]1[CH:7]=[CH:6][CH:5]=[CH:4][CH:3]=1.[CH2:11]([NH:18][CH:19]1[CH:23]=[CH:22][S:21](=[O:25])(=[O:24])[CH2:20]1)[C:12]1[CH:17]=[CH:16][CH:15]=[CH:14][CH:13]=1>C1C=CC=CC=1>[CH2:1]([NH:8][C:9]([N:18]([CH2:11][C:12]1[CH:17]=[CH:16][CH:15]=[CH:14][CH:13]=1)[CH:19]1[CH:23]=[CH:22][S:21](=[O:25])(=[O:24])[CH2:20]1)=[O:10])[C:2]1[CH:7]=[CH:6][CH:5]=[CH:4][CH:3]=1. Procedure details: Benzylisocyanate (2.26 g, 17.0 mmol, 135 mol %) was added to a mixture of amine 3 (2.80 g, 12.6 mmol) in a benzene (75 mL). After 10 hr of reflux, the solution was cooled and filtered, and the solvent was evaporated from the filtrate to afford the crude product (3.29 g, 74% yield). A portion was purified by column chromatography on silica gel with dichloromethane-ethyl acetate. 1H N NMR (CDCl3) δ 1.7 (1H, s, NH), 3.02 (1H, dd, CHSO2), 3.65 (1H, dd, CHSO2), 4.4 (4H, m, CH2Ph), 4.95, (1H, m, CHN),... Starting materials: C=CC[Si]1(Cl)OC(C(C)(C)OC)C(C(C)(C)OC)O1, [Li]C, CCCCC, C=C(C)O[Si](C)(C)C. The product is C=CC[Si]1(OC(=C)C)OC(C(C)(C)OC)C(C(C)(C)OC)O1. RXN SMILES: [CH2:11]([CH:12]=[CH2:13])[Si:14]1([Cl:29])[O:15][CH:16]([C:24]([CH3:25])([O:26][CH3:27])[CH3:28])[CH:17]([C:19]([CH3:20])([CH3:21])[O:22][CH3:23])[O:18]1.[CH3:1][Li:2].[CH3:30][CH2:31][CH2:32][CH2:33][CH3:34].[CH3:3][Si:4]([O:5][C:6](=[CH2:7])[CH3:8])([CH3:9])[CH3:10]>>[O:5]([C:6](=[CH2:7])[CH3:8])[Si:14]1([CH2:11][CH:12]=[CH2:13])[O:15][CH:16]([C:24]([CH3:25])([O:26][CH3:27])[CH3:28])[CH:17]([C:19]([CH3:20])([CH3:21])[O:22][CH3:23])[O:18]1. The reactants are COCCOC1=CC=C(C=C1)C1=NOC(=C1)C=1C=C(C(=O)O)C=CC1 (3-{3-[4-(2-methoxy-ethoxy)-phenyl]-isoxazol-5-yl}-benzoic acid), C(=O)([O-])[O-].[K+].[K+] (K2CO3), ClCC(C)=O (1-chloro-propan-2-one). Reaction conditions: temperature 55 celsius, time 48 hour. The product is O=C(COC(C1=CC(=CC=C1)C1=CC(=NO1)C1=CC=C(C=C1)OCCOC)=O)C (3-{3-[4-(2-Methoxy-ethoxy)-phenyl]-isoxazol-5-yl}-benzoic acid 2-oxo-propyl ester). As a reaction SMILES: [CH3:1][O:2][CH2:3][CH2:4][O:5][C:6]1[CH:11]=[CH:10][C:9]([C:12]2[CH:16]=[C:15]([C:17]3[CH:18]=[C:19]([CH:23]=[CH:24][CH:25]=3)[C:20]([OH:22])=[O:21])[O:14][N:13]=2)=[CH:8][CH:7]=1.C([O-])([O-])=O.[K+].[K+].Cl[CH2:33][C:34](=[O:36])[CH3:35]>>[O:36]=[C:34]([CH3:35])[CH2:33][O:21][C:20](=[O:22])[C:19]1[CH:23]=[CH:24][CH:25]=[C:17]([C:15]2[O:14][N:13]=[C:12]([C:9]3[CH:8]=[CH:7][C:6]([O:5][CH2:4][CH2:3][O:2][CH3:1])=[CH:11][CH:10]=3)[CH:16]=2)[CH:18]=1 |f:1.2.3|. Procedure details: In a 25 ml round flask, 150 mg (0.44 mmol) of 3-{3-[4-(2-methoxy-ethoxy)-phenyl]-isoxazol-5-yl}-benzoic acid are dissolved. Then, 122 mg (0.88 mmol, 4 eq.) of K2CO3 and 49 mg (0.53 mmol, 1.2 eq.) of 1-chloro-propan-2-one are added and the suspension heated to 55° C. under nitrogen. After 48 h, the reaction is cooled to room temperature and the solvent evaporated. Chromatographic purification (10 g SiO2; eluent: hexane/ethyl acetate 1:0 to 4:6) yields the title compound as a white solid. Mass spe...